Dataset: the Open Reaction Database (ORD), a public repository of structured organic reaction records. Task: describe an organic reaction: reactants, conditions, products, and yield Reactants: C(CC1=CC=CC=C1)N=C=S (phenethyl isothiocyanate), N1C=NC(=C1)C1CCNCC1 (4-(4-imidazolyl)piperidine), C(C(=O)O)(=O)O (oxalic acid), 1h. Run in C1(=CC=CC=C1)C (toluene), C(C)(C)O (isopropanol). Run at temperature 80 celsius. Product: C(C(=O)O)(=O)O.C(CC1=CC=CC=C1)NC(=S)N1CCC(CC1)C=1N=CNC1 (4-(1-Phenethylaminocarbothioyl-4-piperidyl)-1H-imidazole (oxalate)). Reaction SMILES: [CH2:1]([N:9]=[C:10]=[S:11])[CH2:2][C:3]1[CH:8]=[CH:7][CH:6]=[CH:5][CH:4]=1.[NH:12]1[CH:16]=[C:15]([CH:17]2[CH2:22][CH2:21][NH:20][CH2:19][CH2:18]2)[N:14]=[CH:13]1.[C:23]([OH:28])(=[O:27])[C:24]([OH:26])=[O:25]>C1(C)C=CC=CC=1.C(O)(C)C>[C:23]([OH:28])(=[O:27])[C:24]([OH:26])=[O:25].[CH2:1]([NH:9][C:10]([N:20]1[CH2:19][CH2:18][CH:17]([C:15]2[N:14]=[CH:13][NH:12][CH:16]=2)[CH2:22][CH2:21]1)=[S:11])[CH2:2][C:3]1[CH:8]=[CH:7][CH:6]=[CH:5][CH:4]=1 |f:5.6|. Procedure: A solution of 1.63 g (0.01 mol) of phenethyl isothiocyanate in 60 ml of toluene and 1.51 g (0.01 mol) of 4-(4-imidazolyl)piperidine is heated to reflux for 1h 30 min. After cooling, the solution is evaporated under reduced pressure and the residual oil obtained is dissolved in 60 ml of isopropanol in the presence of 1.2 equivalents of oxalic acid. After 30 minutes of heating at 80° C., the white precipitate formed is drained, washed with ether and recrystallised in acetonitrile. The reactants are ClC1=NC=CC=C1[N+](=O)[O-] (2-Chloro-3-nitro-pyridine), ice water, [H-].[Na+] (Sodium hydride), OC1=C(C=O)C=CC=C1 (2-hydroxybenzaldehyde). The solvent is CN(C=O)C (N,N-dimethylformamide), CN(C=O)C (N,N-dimethyl-formamide). Conditions: time 15 minute. Yields the product [N+](=O)([O-])C=1C(=NC=CC1)OC1=C(C=O)C=CC=C1 (2-[(3-nitro-2-pyridinyl)oxy]benzaldehyde). Yield: 22.5%. As a reaction SMILES: [H-].[Na+].[OH:3][C:4]1[CH:11]=[CH:10][CH:9]=[CH:8][C:5]=1[CH:6]=[O:7].Cl[C:13]1[C:18]([N+:19]([O-:21])=[O:20])=[CH:17][CH:16]=[CH:15][N:14]=1>CN(C)C=O>[N+:19]([C:18]1[C:13]([O:3][C:4]2[CH:11]=[CH:10][CH:9]=[CH:8][C:5]=2[CH:6]=[O:7])=[N:14][CH:15]=[CH:16][CH:17]=1)([O-:21])=[O:20] |f:0.1|. Reported procedure: Sodium hydride (60%) (0.0899 mol) was added portionwise under N2 at room temperature to a mixture of 2-hydroxybenzaldehyde (0.0818 mol) in N,N-dimethyl-formamide and the mixture was stirred under N2 for 15 minutes. 2-Chloro-3-nitro-pyridine (0.0818 mol) in N,N-dimethylformamide was added and the mixture was stirred at 100° C. for 2 hours. The mixture was poured into ice/water, extracted with diethylether and the solvent was evaporated, yielding 4.5 g (23%) of 2-[(3-nitro-2-pyridinyl)oxy]benzalde... Reactants: BrCc1cccc(-n2cccc2)c1, N#Cc1cccc(Cn2c(=O)cc(N3CCCC(N)C3)n(Cc3ccccc3C#N)c2=O)c1. Yields the product N#Cc1ccccc1Cn1c(N2CCCC(N)C2)cc(=O)n(Cc2cccc(-n3cccc3)c2)c1=O. Reaction SMILES: [Br:34][CH2:35][c:36]1[cH:37][c:38](-[n:42]2[cH:43][cH:44][cH:45][cH:46]2)[cH:39][cH:40][cH:41]1.[NH2:1][CH:2]1[CH2:3][N:4]([c:8]2[cH:9][c:10](=[O:33])[n:11]([CH2:24][c:25]3[cH:26][c:27]([C:31]#[N:32])[cH:28][cH:29][cH:30]3)[c:12](=[O:23])[n:13]2[CH2:14][c:15]2[c:16]([C:17]#[N:18])[cH:19][cH:20][cH:21][cH:22]2)[CH2:5][CH2:6][CH2:7]1>>[NH2:1][CH:2]1[CH2:3][N:4]([c:8]2[cH:9][c:10](=[O:33])[n:11]([CH2:24][c:25]3[cH:26][c:27](-[n:42]4[cH:43][cH:44][cH:45][cH:46]4)[cH:28][cH:29][cH:30]3)[c:12](=[O:23])[n:13]2[CH2:14][c:15]2[c:16]([C:17]#[N:18])[cH:19][cH:20][cH:21][cH:22]2)[CH2:5][CH2:6][CH2:7]1. Starting materials: Cl (HCl), C(C1=CC=CC=C1)OC=1C(=NC=C(C1)Br)NC=1SC=C(N1)C (3-(Benzyloxy)-5-bromo-N-(4-methylthiazol-2-yl)pyridin-2-amine), [Li]C (MeLi), C(CCC)[Li] (butyllithium), C(C)(=O)C1=CC=CC=C1 (acetophenone), Cl (HCl), C([O-])(O)=O.[Na+] (sodium bicarbonate). Reaction conditions: time 2 hour. Product: Cl.C(C1=CC=CC=C1)OC=1C(=NC=C(C1)C(=C)C1=CC=CC=C1)NC=1SC=C(N1)C (3-(Benzyloxy)-N-(4-methylthiazol-2-yl)-5-(1-phenylvinyl)pyridin-2-amine hydrochloride). Yield: 47.1%. As a reaction SMILES: [CH2:1]([O:8][C:9]1[C:10]([NH:16][C:17]2[S:18][CH:19]=[C:20]([CH3:22])[N:21]=2)=[N:11][CH:12]=[C:13](Br)[CH:14]=1)[C:2]1[CH:7]=[CH:6][CH:5]=[CH:4][CH:3]=1.[Li]C.C([Li])CCC.[C:30]([C:33]1[CH:38]=[CH:37][CH:36]=[CH:35][CH:34]=1)(=O)[CH3:31].[ClH:39].C(=O)(O)[O-].[Na+]>>[ClH:39].[CH2:1]([O:8][C:9]1[C:10]([NH:16][C:17]2[S:18][CH:19]=[C:20]([CH3:22])[N:21]=2)=[N:11][CH:12]=[C:13]([C:30]([C:33]2[CH:38]=[CH:37][CH:36]=[CH:35][CH:34]=2)=[CH2:31])[CH:14]=1)[C:2]1[CH:7]=[CH:6][CH:5]=[CH:4][CH:3]=1 |f:5.6,7.8|. Procedure details: 3-(Benzyloxy)-5-bromo-N-(4-methylthiazol-2-yl)pyridin-2-amine (0.250 g, 0.664 mmol), MeLi (0.519 ml, 0.831 mmol), butyllithium (0.332 ml, 0.831 mmol), and acetophenone (0.0798 g, 0.664 mmol) were reacted according to the method of Example 7. 1M HCl was added and the reaction mixture was stirred at ambient temperature for 2 hours. The reaction mixture was poured onto ice and saturated sodium bicarbonate and extracted twice with dichloromethane. The organic layer was dried, filtered, and concentra... Starting materials: CN(C)C=O (DMF), C(C)N(CCN1C(C(C2=C(C=C(C=C12)I)Br)(C1=C(C=CC=C1)Cl)O)=O)CC (1-(2-diethylaminoethyl)-3-hydroxy-3-(2-chlorophenyl)-4-bromo-6-iodooxindole), C1=CC=C(C=C1)P(C2=CC=CC=C2)C3=CC=CC=C3 (PPh3), CN(C)C=O (DMF). The reagents and catalysts are [C-]#N.[C-]#N.[Zn+2] (Zn(CN)2). Run in CCOC(=O)C.C1(=CC=CC=C1)C (EtOAc toluene). Conditions: time 30 minute. The product is C(C)N(CCN1C(C(C2=C(C=C(C=C12)C#N)Br)(C1=C(C=CC=C1)Cl)O)=O)CC (1-(2-Diethylaminoethyl)-3-hydroxy-3-(2-chlorophenyl)-4-bromo-6-cyanooxindole). Yield: 91.0%. Reaction SMILES: C1C=CC(P(C2C=CC=CC=2)C2C=CC=CC=2)=CC=1.[CH2:20]([N:22]([CH2:45][CH3:46])[CH2:23][CH2:24][N:25]1[C:33]2[C:28](=[C:29]([Br:35])[CH:30]=[C:31](I)[CH:32]=2)[C:27]([OH:43])([C:36]2[CH:41]=[CH:40][CH:39]=[CH:38][C:37]=2[Cl:42])[C:26]1=[O:44])[CH3:21].[CH3:47][N:48](C=O)C>CCOC(C)=O.C1(C)C=CC=CC=1.[C-]#N.[C-]#N.[Zn+2]>[CH2:20]([N:22]([CH2:45][CH3:46])[CH2:23][CH2:24][N:25]1[C:33]2[C:28](=[C:29]([Br:35])[CH:30]=[C:31]([C:47]#[N:48])[CH:32]=2)[C:27]([OH:43])([C:36]2[CH:41]=[CH:40][CH:39]=[CH:38][C:37]=2[Cl:42])[C:26]1=[O:44])[CH3:21] |f:3.4,5.6.7|. Reported procedure: To Pd2(dba)3CHCl3 (60.1 mg, 5 mol %) and PPh3 (60.9 mg, 20 mol %) under a nitrogen atmosphere was added anhydrous DMF (0.5 mL). The resulting precipitate was stirred at room temperature for 30 minutes during which time the colour changed from red to yellow/orange. To this was added 1-(2-diethylaminoethyl)-3-hydroxy-3-(2-chlorophenyl)-4-bromo-6-iodooxindole (626.4 mg, 1.16 mmol) dissolved in anhydrous DMF (1.0 mL). To the resulting red solution was then added Zn(CN)2. The resulting precipitate wa... The reactants are CCCCCCCC, CC1(C)C(C=C(Cl)Cl)C1C(=O)Cl, C1CN2CCN1CC2, [Na+], [Na+], N#C[Na], O=C([O-])[O-], O=Cc1cccc(Oc2ccccc2)c1, O. Yields the product CC1(C)C(C=C(Cl)Cl)C1C(=O)OC(C#N)c1cccc(Oc2ccccc2)c1. RXN SMILES: [CH3:46][CH2:47][CH2:48][CH2:49][CH2:50][CH2:51][CH2:52][CH3:53].[Cl:27][C:28](=[CH:29][CH:30]1[C:31]([CH3:36])([CH3:37])[CH:32]1[C:33](=[O:34])[Cl:35])[Cl:38].[N:4]12[CH2:5][CH2:6][N:7]([CH2:8][CH2:9]1)[CH2:10][CH2:11]2.[Na+:39].[Na+:40].[Na:1][C:2]#[N:3].[O-:41][C:42](=[O:43])[O-:44].[O:12]([c:13]1[cH:14][cH:15][cH:16][cH:17][cH:18]1)[c:19]1[cH:20][c:21]([CH:22]=[O:23])[cH:24][cH:25][cH:26]1.[OH2:45]>>[C:2](#[N:3])[CH:22]([c:21]1[cH:20][c:19]([O:12][c:13]2[cH:14][cH:15][cH:16][cH:17][cH:18]2)[cH:26][cH:25][cH:24]1)[O:23][C:33]([CH:32]1[CH:30]([CH:29]=[C:28]([Cl:27])[Cl:38])[C:31]1([CH3:36])[CH3:37])=[O:34].